This data is from the Open Reaction Database (ORD), a public repository of structured organic reaction records. The task is: describe an organic reaction: reactants, conditions, products, and yield Starting materials: C1(=CC=C(C=C1)S(=O)(=O)O)C (toluene-4-sulphonic acid), FC1=CC=C(C=C1)C(C1=CC=C(C=C1)S(=O)(=O)C)(O)C1C(OCC1)=O (3-[1-(4-fluorophenyl)-1-hydroxy-1-(4-methanesulphonylphenyl)methyl]dihydrofuran-2-one). The solvent is C1(=CC=CC=C1)C (toluene). Yields the product FC1=CC=C(C=C1)/C(/C1=CC=C(C=C1)S(=O)(=O)C)=C/1\C(OCC1)=O ((E)-3-[1-(4-fluorophenyl)-1-(4-methanesulphonylphenyl)methylidene]dihydrofuran-2-one). Isolated yield 43.6%. RXN SMILES: C1(C)C=CC(S(O)(=O)=O)=CC=1.[F:12][C:13]1[CH:18]=[CH:17][C:16]([C:19]([CH:31]2[CH2:35][CH2:34][O:33][C:32]2=[O:36])(O)[C:20]2[CH:25]=[CH:24][C:23]([S:26]([CH3:29])(=[O:28])=[O:27])=[CH:22][CH:21]=2)=[CH:15][CH:14]=1>C1(C)C=CC=CC=1>[F:12][C:13]1[CH:18]=[CH:17][C:16](/[C:19](=[C:31]2\[C:32](=[O:36])[O:33][CH2:34][CH2:35]\2)/[C:20]2[CH:21]=[CH:22][C:23]([S:26]([CH3:29])(=[O:27])=[O:28])=[CH:24][CH:25]=2)=[CH:15][CH:14]=1. Reported procedure: A few mg of toluene-4-sulphonic acid are added to a solution of 7 g of 3-[1-(4-fluorophenyl)-1-hydroxy-1-(4-methanesulphonylphenyl)methyl]dihydrofuran-2-one, prepared in Example 3, in 100 ml of toluene and the mixture is refluxed for 10 hours in a Dean-Stark apparatus. The solvent is then evaporated off to dryness under vacuum and the residue is chromatographed using a 9/1 dichloromethanel/acetone mixture as the eluent to give an oil, which is chromatographed using t-butyl methyl ether as the el... Starting materials: NC1=NC(N(C=C1F)C1CC(CC1)NS(=O)(=O)C1=CC(=CC=C1)Br)=O (N-[3-(4-amino-5-fluoro-2-oxo-2H-pyrimidin-1-yl)-cyclopentyl]-3-bromo-benzenesulfonamide), FC1=C(C=CC=C1)B(O)O (2-fluorophenylboronic acid), C(=O)([O-])[O-].[Na+].[Na+] (Na2CO3). The reagents and catalysts are C1=CC=C(C=C1)P([C-]2C=CC=C2)C3=CC=CC=C3.C1=CC=C(C=C1)P([C-]2C=CC=C2)C3=CC=CC=C3.Cl[Pd]Cl.[Fe+2] ([1,1′-bis(diphenylphosphino) ferrocene]dichloropalladium). Run in C(C)#N (acetonitrile). Conditions: time 30 second. The product is NC1=NC(N(C=C1F)C1CC(CC1)NS(=O)(=O)C=1C=C(C=CC1)C1=C(C=CC=C1)F)=O (2′-fluoro-biphenyl-3-sulfonic acid [3-(4-Amino-5-fluoro-2-oxo-2H-pyrimidin-1-yl)-cyclopentyl]-amide). Yield: 38.1%. RXN SMILES: [NH2:1][C:2]1[C:7]([F:8])=[CH:6][N:5]([CH:9]2[CH2:13][CH2:12][CH:11]([NH:14][S:15]([C:18]3[CH:23]=[CH:22][CH:21]=[C:20](Br)[CH:19]=3)(=[O:17])=[O:16])[CH2:10]2)[C:4](=[O:25])[N:3]=1.[F:26][C:27]1[CH:32]=[CH:31][CH:30]=[CH:29][C:28]=1B(O)O.C([O-])([O-])=O.[Na+].[Na+]>C(#N)C.C1C=CC(P(C2C=CC=CC=2)[C-]2C=CC=C2)=CC=1.C1C=CC(P(C2C=CC=CC=2)[C-]2C=CC=C2)=CC=1.Cl[Pd]Cl.[Fe+2]>[NH2:1][C:2]1[C:7]([F:8])=[CH:6][N:5]([CH:9]2[CH2:13][CH2:12][CH:11]([NH:14][S:15]([C:18]3[CH:19]=[C:20]([C:28]4[CH:29]=[CH:30][CH:31]=[CH:32][C:27]=4[F:26])[CH:21]=[CH:22][CH:23]=3)(=[O:17])=[O:16])[CH2:10]2)[C:4](=[O:25])[N:3]=1 |f:2.3.4,6.7.8.9|. Reported procedure: To a solution of N-[3-(4-amino-5-fluoro-2-oxo-2H-pyrimidin-1-yl)-cyclopentyl]-3-bromo-benzenesulfonamide (66 mg, 0.153 mmol) in acetonitrile (2.5 mL), 2-fluorophenylboronic acid (35 mg, 0.25 mmol), [1,1′-bis(diphenylphosphino) ferrocene]dichloropalladium (20 mg, 0.024 mmol) and 2M Na2CO3 solution (2.5 mL) were added, the mixture was stirred for 30 seconds. The reaction was completed by microwave at 120° C. for ten minutes. The organic phase of the reaction mixture was filtered and purified by a ... Reactants: O=C(O)c1cnccc1Cl, CN(C)C=O, O=S(Cl)Cl. Yields the product O=C(Cl)c1cnccc1Cl. RXN SMILES: [Cl:1][c:2]1[cH:3][cH:4][n:5][cH:6][c:7]1[C:8](=[O:9])[OH:10].[O:15]=[CH:16][N:17]([CH3:18])[CH3:19].[S:11]([Cl:12])([Cl:13])=[O:14]>>[Cl:1][c:2]1[cH:3][cH:4][n:5][cH:6][c:7]1[C:8](=[O:10])[Cl:13]. Reactants: N#Cc1ccc(Br)cc1Cl, CCO, [Na+], [Na+], O=C([O-])[O-], CC(Oc1ccc(B(O)O)cc1)C(O)CCc1cccnc1, c1ccc(P(c2ccccc2)(c2ccccc2)[Pd](P(c2ccccc2)(c2ccccc2)c2ccccc2)(P(c2ccccc2)(c2ccccc2)c2ccccc2)P(c2ccccc2)(c2ccccc2)c2ccccc2)cc1. Product: CC(Oc1ccc(-c2ccc(C#N)c(Cl)c2)cc1)C(O)CCc1cccnc1. As a reaction SMILES: [Br:23][c:24]1[cH:25][c:26]([Cl:32])[c:27]([C:28]#[N:29])[cH:30][cH:31]1.[CH3:39][CH2:40][OH:41].[Na+:33].[Na+:34].[O-:35][C:36](=[O:37])[O-:38].[OH:1][CH:2]([CH:3]([O:4][c:5]1[cH:6][cH:7][c:8]([B:11]([OH:12])[OH:13])[cH:9][cH:10]1)[CH3:14])[CH2:15][CH2:16][c:17]1[cH:18][n:19][cH:20][cH:21][cH:22]1.[cH:42]1[cH:43][cH:44][c:45]([P:46]([Pd:47]([P:48]([c:49]2[cH:50][cH:51][cH:52][cH:53][cH:54]2)([c:55]2[cH:56][cH:57][cH:58][cH:59][cH:60]2)[c:61]2[cH:62][cH:63][cH:64][cH:65][cH:66]2)([P:67]([c:68]2[cH:69][cH:70][cH:71][cH:72][cH:73]2)([c:74]2[cH:75][cH:76][cH:77][cH:78][cH:79]2)[c:80]2[cH:81][cH:82][cH:83][cH:84][cH:85]2)[P:86]([c:87]2[cH:88][cH:89][cH:90][cH:91][cH:92]2)([c:93]2[cH:94][cH:95][cH:96][cH:97][cH:98]2)[c:99]2[cH:100][cH:101][cH:102][cH:103][cH:104]2)([c:105]2[cH:106][cH:107][cH:108][cH:109][cH:110]2)[c:111]2[cH:112][cH:113][cH:114][cH:115][cH:116]2)[cH:117][cH:118]1>>[OH:1][CH:2]([CH:3]([O:4][c:5]1[cH:6][cH:7][c:8](-[c:24]2[cH:25][c:26]([Cl:32])[c:27]([C:28]#[N:29])[cH:30][cH:31]2)[cH:9][cH:10]1)[CH3:14])[CH2:15][CH2:16][c:17]1[cH:18][n:19][cH:20][cH:21][cH:22]1.